This data is from the Open Reaction Database (ORD), a public repository of structured organic reaction records. The task is: describe an organic reaction: reactants, conditions, products, and yield Starting materials: CSc1ncc2cc(-c3cc(NC(=O)Nc4cnn(C(C)(C)C)c4C(F)(F)F)c(F)cc3C)c(=O)n(C)c2n1, C1CCOC1, CN, O=C(OO)c1cccc(Cl)c1. Product: CNc1ncc2cc(-c3cc(NC(=O)Nc4cnn(C(C)(C)C)c4C(F)(F)F)c(F)cc3C)c(=O)n(C)c2n1. RXN SMILES: [C:1]([CH3:2])([CH3:3])([CH3:4])[n:5]1[n:6][cH:7][c:8]([NH:14][C:15](=[O:16])[NH:17][c:18]2[c:19]([F:39])[cH:20][c:21]([CH3:38])[c:22](-[c:24]3[cH:25][c:26]4[c:27]([n:28][c:29]([S:32][CH3:33])[n:30][cH:31]4)[n:34]([CH3:37])[c:35]3=[O:36])[cH:23]2)[c:9]1[C:10]([F:11])([F:12])[F:13].[CH2:53]1[O:54][CH2:55][CH2:56][CH2:57]1.[CH3:51][NH2:52].[OH:40][O:41][C:42]([c:43]1[cH:44][c:45]([Cl:46])[cH:47][cH:48][cH:49]1)=[O:50]>>[C:1]([CH3:2])([CH3:3])([CH3:4])[n:5]1[n:6][cH:7][c:8]([NH:14][C:15](=[O:16])[NH:17][c:18]2[c:19]([F:39])[cH:20][c:21]([CH3:38])[c:22](-[c:24]3[cH:25][c:26]4[c:27]([n:28][c:29]([NH:52][CH3:51])[n:30][cH:31]4)[n:34]([CH3:37])[c:35]3=[O:36])[cH:23]2)[c:9]1[C:10]([F:11])([F:12])[F:13].